describe an organic reaction: reactants, conditions, products, and yield From a dataset of the Open Reaction Database (ORD), a public repository of structured organic reaction records. Starting materials: Cl (HCl), O (H2O), N(=[N+]=[N-])[C@@]1(C[C@@H](O[C@@H]1CO)N1C(=O)NC(=O)C=C1)O (3'-Azido-2'-deoxyuridine), Cl 12.32, ClC1=CC(=CC=C1)C(=O)OO (m-Chloroperbenzoic acid). Run in CC(=O)N(C)C (DMAC), CC(=O)N(C)C (dimethylacetamide). Run at time 2 hour. The product is N(=[N+]=[N-])[C@H]1C[C@@H](O[C@@H]1CO)N1C(=O)NC(=O)C(=C1)Cl (3'-Azido-5-Chloro-2',3'-Dideoxyuridine). RXN SMILES: [N:1]([C@@:4]1(O)[C@@H:8]([CH2:9][OH:10])[O:7][C@@H:6]([N:11]2[CH:18]=[CH:17][C:15](=[O:16])[NH:14][C:12]2=[O:13])[CH2:5]1)=[N+:2]=[N-:3].Cl.[Cl:21]C1C=CC=C(C(OO)=O)C=1.O>CC(N(C)C)=O>[N:1]([C@@H:4]1[C@@H:8]([CH2:9][OH:10])[O:7][C@@H:6]([N:11]2[CH:18]=[C:17]([Cl:21])[C:15](=[O:16])[NH:14][C:12]2=[O:13])[CH2:5]1)=[N+:2]=[N-:3]. Procedure details: 3'-Azido-2'-deoxyuridine (0.25 g; 1 mMol) was dissolved in 2 mL dry dimethylacetamide (DMAC), cooled to 0° and 2 mL of 0.5M HCl in DMAC was added. m-Chloroperbenzoic acid (0.277 g; 1.6 mMol) was added in two portions over ten minutes and the mixture was allowed to come to ambient temperature. After two hours, 4 mL H2O was added and the solution filtered. The aqueous DMAC solution was extracted with Et2O (3×3 mL) and the Et2O was evaporated in vacuo to an oil which was applied to a silica gel col... Reactants: NN1N=CC2=C1N=C(C=C2C(=O)OCC)C2CC2 (ethyl 1-amino-6-cyclopropyl-1H-pyrazolo[3,4-b]pyridine-4-carboxylate), [OH-].[Na+] (sodium hydroxide). The solvent is C(C)O (ethanol). Run at time 2 hour. The product is NN1N=CC2=C1N=C(C=C2C(=O)O)C2CC2 (1-Amino-6-cyclopropyl-1H-pyrazolo[3,4-b]pyridine-4-carboxylic acid). As a reaction SMILES: [NH2:1][N:2]1[C:6]2[N:7]=[C:8]([CH:16]3[CH2:18][CH2:17]3)[CH:9]=[C:10]([C:11]([O:13]CC)=[O:12])[C:5]=2[CH:4]=[N:3]1.[OH-].[Na+]>C(O)C>[NH2:1][N:2]1[C:6]2[N:7]=[C:8]([CH:16]3[CH2:17][CH2:18]3)[CH:9]=[C:10]([C:11]([OH:13])=[O:12])[C:5]=2[CH:4]=[N:3]1 |f:1.2|. Procedure details: To a solution of ethyl 1-amino-6-cyclopropyl-1H-pyrazolo[3,4-b]pyridine-4-carboxylate (100 mg, 0.406 mmol) in ethanol (10 mL) was added sodium hydroxide (1 ml, 0.406 mmol), and the mixture stirred at room temperature for 2 h. The solvent was removed in vacuo, and the residue diluted with EtOAc (30 mL) and water (20 mL). The reaction mixture was acidified to pH 3 with citric acid. The phases were separated and the aq. phase extracted with EtOAc (4×20 mL). The combined organic layers were washed w...